This data is from the Open Reaction Database (ORD), a public repository of structured organic reaction records. The task is: describe an organic reaction: reactants, conditions, products, and yield Reactants: NC=1N=CC(=NC1)CC(C)O ((+/−)-1-(5-aminopyrazin-2-yl)propan-2-ol), C1CC(=O)N(C1=O)Br (NBS). The solvent is C(Cl)Cl (DCM). Conditions: temperature 0 celsius, time 10 minute. Yields the product NC=1N=CC(=NC1Br)CC(C)O ((+/−)-1-(5-amino-6-bromopyrazin-2-yl)propan-2-ol). As a reaction SMILES: [NH2:1][C:2]1[N:3]=[CH:4][C:5]([CH2:8][CH:9]([OH:11])[CH3:10])=[N:6][CH:7]=1.C1C(=O)N([Br:19])C(=O)C1>C(Cl)Cl>[NH2:1][C:2]1[N:3]=[CH:4][C:5]([CH2:8][CH:9]([OH:11])[CH3:10])=[N:6][C:7]=1[Br:19]. Procedure details: To a solution of (+/−)-1-(5-aminopyrazin-2-yl)propan-2-ol (47 mg, 0.307 mmol) in DCM (3.0 mL) was added NBS (49.1 mg, 0.276 mmol) at 0° C. The reaction mixture was stirred at 0° C. for 10 min. After quenched with sat NaHCO3, the reaction mixture was extracted with EtOAc 3 times. The combined organic layer was washed with water and brine, dried over anhydrous sodium sulfate. Filtered and concentrated in vacuo. The crude product was used in next step reaction without purification. LCMS (m/z): 234....